From a dataset of the Open Reaction Database (ORD), a public repository of structured organic reaction records. describe an organic reaction: reactants, conditions, products, and yield Yield: 29.0%. Reported procedure: The title compound was made in a similar way as that of the intermediate B1 using 4-bromo-3-(1-hydroxyethyl)-1H-isochromen-1-one (Intermediate A2, 0.55 g, 2.04 mmol), 6-methylpyridin-3-ylboronic acid (0.550 g, 2.0 mmol), Pd(PPh3)4 (0.118 g, 0.102 mmol) and Cs2CO3 (1.06 g, 3.27 mmol) to afford the title compound (0.163 g, 28%) Starting materials: intermediate B1, CC1=CC=C(C=N1)B(O)O (6-methylpyridin-3-ylboronic acid), C(=O)([O-])[O-].[Cs+].[Cs+] (Cs2CO3), BrC1=C(OC(C2=CC=CC=C12)=O)C(C)O (4-Bromo-3-(1-hydroxyethyl)-1H-isochromen-1-one), BrC1=C(OC(C2=CC=CC=C12)=O)C(C)O (4-Bromo-3-(1-hydroxyethyl)-1H-isochromen-1-one). The reagents and catalysts are C=1C=CC(=CC1)[P](C=2C=CC=CC2)(C=3C=CC=CC3)[Pd]([P](C=4C=CC=CC4)(C=5C=CC=CC5)C=6C=CC=CC6)([P](C=7C=CC=CC7)(C=8C=CC=CC8)C=9C=CC=CC9)[P](C=1C=CC=CC1)(C=1C=CC=CC1)C=1C=CC=CC1 (Pd(PPh3)4). As a reaction SMILES: Br[C:2]1[C:11]2[C:6](=[CH:7][CH:8]=[CH:9][CH:10]=2)[C:5](=[O:12])[O:4][C:3]=1[CH:13]([OH:15])[CH3:14].[CH3:16][C:17]1[N:22]=[CH:21][C:20](B(O)O)=[CH:19][CH:18]=1.C([O-])([O-])=O.[Cs+].[Cs+]>C1C=CC([P]([Pd]([P](C2C=CC=CC=2)(C2C=CC=CC=2)C2C=CC=CC=2)([P](C2C=CC=CC=2)(C2C=CC=CC=2)C2C=CC=CC=2)[P](C2C=CC=CC=2)(C2C=CC=CC=2)C2C=CC=CC=2)(C2C=CC=CC=2)C2C=CC=CC=2)=CC=1>[OH:15][CH:13]([C:3]1[O:4][C:5](=[O:12])[C:6]2[C:11]([C:2]=1[C:20]1[CH:21]=[N:22][C:17]([CH3:16])=[CH:18][CH:19]=1)=[CH:10][CH:9]=[CH:8][CH:7]=2)[CH3:14] |f:2.3.4,^1:35,37,56,75|. Product: OC(C)C=1OC(C2=CC=CC=C2C1C=1C=NC(=CC1)C)=O (3-(1-Hydroxyethyl)-4-(6-methylpyridin-3-yl)-1H-isochromen-1-one). Starting materials: O=C(O)c1cnn2c(C(F)(F)F)cc(-c3ccc(C(F)(F)F)c(Cl)c3)nc12, Cc1nc(N)sc1S(=O)(=O)NC(C)(C)CO. Product: Cc1nc(NC(=O)c2cnn3c(C(F)(F)F)cc(-c4ccc(C(F)(F)F)c(Cl)c4)nc23)sc1S(=O)(=O)NC(C)(C)CO. RXN SMILES: [Cl:1][c:2]1[cH:3][c:4](-[c:12]2[n:13][c:14]3[n:15]([c:16]([C:18]([F:19])([F:20])[F:21])[cH:17]2)[n:22][cH:23][c:24]3[C:25](=[O:26])[OH:27])[cH:5][cH:6][c:7]1[C:8]([F:9])([F:10])[F:11].[OH:28][CH2:29][C:30]([CH3:31])([CH3:32])[NH:33][S:34](=[O:35])(=[O:36])[c:37]1[c:38]([CH3:43])[n:39][c:40]([NH2:42])[s:41]1>>[Cl:1][c:2]1[cH:3][c:4](-[c:12]2[n:13][c:14]3[n:15]([c:16]([C:18]([F:19])([F:20])[F:21])[cH:17]2)[n:22][cH:23][c:24]3[C:25](=[O:26])[NH:42][c:40]2[n:39][c:38]([CH3:43])[c:37]([S:34]([NH:33][C:30]([CH2:29][OH:28])([CH3:31])[CH3:32])(=[O:35])=[O:36])[s:41]2)[cH:5][cH:6][c:7]1[C:8]([F:9])([F:10])[F:11]. The reactants are C1CCNC1, CCO, O=[N+]([O-])c1ccc(Cl)nc1. The product is O=[N+]([O-])c1ccc(N2CCCC2)nc1. Reaction SMILES: [CH2:11]1[CH2:12][CH2:13][NH:14][CH2:15]1.[CH3:16][CH2:17][OH:18].[Cl:1][c:2]1[n:3][cH:4][c:5]([N+:8](=[O:9])[O-:10])[cH:6][cH:7]1>>[c:2]1([N:14]2[CH2:13][CH2:12][CH2:11][CH2:15]2)[n:3][cH:4][c:5]([N+:8](=[O:9])[O-:10])[cH:6][cH:7]1. The reactants are ( a3 ), FC=1C=C(C=CC1F)C(C)=O (1-(3,4-difluorophenyl)ethanone), C(C1=CC=CC=C1)OC1=C(C=CC(=C1)CC)O (2-(benzyloxy)-4-ethylphenol), FC=1C(=NC=CC1)[N+](=O)[O-] (3-Fluoro-2-nitropyridine). The product is C(C1=CC=CC=C1)OC1=C(OC2=C(C=C(C=C2)C(C)=O)F)C=CC(=C1)CC (1-{4-[2-(benzyloxy)-4-ethylphenoxy]-3-fluorophenyl}ethanone). Isolated yield 96.0%. As a reaction SMILES: [CH2:1]([O:8][C:9]1[CH:14]=[C:13]([CH2:15][CH3:16])[CH:12]=[CH:11][C:10]=1[OH:17])[C:2]1[CH:7]=[CH:6][CH:5]=[CH:4][CH:3]=1.FC1C([N+]([O-])=O)=NC=CC=1.[F:28][C:29]1[CH:30]=[C:31]([C:36](=[O:38])[CH3:37])[CH:32]=[CH:33][C:34]=1F>>[CH2:1]([O:8][C:9]1[CH:14]=[C:13]([CH2:15][CH3:16])[CH:12]=[CH:11][C:10]=1[O:17][C:34]1[CH:33]=[CH:32][C:31]([C:36](=[O:38])[CH3:37])=[CH:30][C:29]=1[F:28])[C:2]1[CH:7]=[CH:6][CH:5]=[CH:4][CH:3]=1. Procedure details: According to the procedure of example 21 (a3) except substituting 4-Ethyl-2-methoxy phenol by 2-(benzyloxy)-4-ethylphenol (1.3 g, 5.7 mmol) and 3-Fluoro-2-nitropyridine by 1-(3,4-difluorophenyl)ethanone (0.98 g, 6.27 mmol), the title compound was prepared as a clear oil in 96% yield (2 g) and used without further purification. The reactants are FC(S(=O)(=O)OCC1OCOC1)(F)F (1,3-dioxolan-4-ylmethyl trifluoromethanesulfonate), Example 27 ( b ), C(C1=CC=CC=C1)(C1=CC=CC=C1)(C1=CC=CC=C1)NC=1SC=C(N1)/C(/C(=O)NC1[C@@H]2N(C(=C(CS2)C(C)=O)C(=S)OC(C2=CC=CC=C2)C2=CC=CC=C2)C1=O)=N/OC (diphenylmethyl 7-[(Z)-2-(2 -tritylaminothiazol-4-yl)-2-methoxyiminoacetamido]-3-acetylthio-3-cephem-4-carboxylate), Example 27 ( b ), FC(S(=O)(=O)OS(=O)(=O)C(F)(F)F)(F)F (trifluoromethanesulfonic acid anhydride), Example 27 ( b ), Example 27 ( a ), O1COC(C1)CO (1,3-dioxolan-4-ylmethanol), N1CCOCC1 (morpholine). Solvent: N1=CC=CC=C1 (pyridine), C(C)N(CC)CC (triethylamine). Yields the product FC(S(=O)(=O)OCC1OCOC1)(F)F (1,3-Dioxolan-4-ylmethyl trifluoromethanesulfonate), C(C1=CC=CC=C1)(C1=CC=CC=C1)(C1=CC=CC=C1)NC=1SC=C(N1)/C(/C(=O)NC1[C@@H]2N(C(=C(CS2)CC2OCOC2)C(=S)OC(C2=CC=CC=C2)C2=CC=CC=C2)C1=O)=N/OC (Diphenylmethyl 7-[(Z)-2-(2-tritylaminothiazol-4-yl)-2-methoxyiminoacetamido]-3-(1,3-dioxolan-4-yl)methylthio-3-cephem-4-carboxylate). The yield is 94.0%. As a reaction SMILES: [O:1]1[CH2:5][CH:4]([CH2:6]O)[O:3][CH2:2]1.FC(F)(F)S(OS(C(F)(F)F)(=O)=O)(=O)=O.[C:23]([NH:42][C:43]1[S:44][CH:45]=[C:46](/[C:48](=[N:80]/[O:81][CH3:82])/[C:49]([NH:51][CH:52]2[C:78](=[O:79])[N:54]3[C:55]([C:62]([O:64][CH:65]([C:72]4[CH:77]=[CH:76][CH:75]=[CH:74][CH:73]=4)[C:66]4[CH:71]=[CH:70][CH:69]=[CH:68][CH:67]=4)=[S:63])=[C:56](C(=O)C)[CH2:57][S:58][C@H:53]23)=[O:50])[N:47]=1)([C:36]1[CH:41]=[CH:40][CH:39]=[CH:38][CH:37]=1)([C:30]1[CH:35]=[CH:34][CH:33]=[CH:32][CH:31]=1)[C:24]1[CH:29]=[CH:28][CH:27]=[CH:26][CH:25]=1.N1CCOCC1.[F:89][C:90]([F:102])([F:101])[S:91]([O:94][CH2:95][CH:96]1[CH2:100][O:99][CH2:98][O:97]1)(=[O:93])=[O:92]>C(N(CC)CC)C.N1C=CC=CC=1>[F:102][C:90]([F:89])([F:101])[S:91]([O:94][CH2:95][CH:96]1[CH2:100][O:99][CH2:98][O:97]1)(=[O:93])=[O:92].[C:23]([NH:42][C:43]1[S:44][CH:45]=[C:46](/[C:48](=[N:80]/[O:81][CH3:82])/[C:49]([NH:51][CH:52]2[C:78](=[O:79])[N:54]3[C:55]([C:62]([O:64][CH:65]([C:72]4[CH:73]=[CH:74][CH:75]=[CH:76][CH:77]=4)[C:66]4[CH:67]=[CH:68][CH:69]=[CH:70][CH:71]=4)=[S:63])=[C:56]([CH2:6][CH:4]4[CH2:5][O:1][CH2:2][O:3]4)[CH2:57][S:58][C@H:53]23)=[O:50])[N:47]=1)([C:36]1[CH:37]=[CH:38][CH:39]=[CH:40][CH:41]=1)([C:30]1[CH:35]=[CH:34][CH:33]=[CH:32][CH:31]=1)[C:24]1[CH:25]=[CH:26][CH:27]=[CH:28][CH:29]=1. Reported procedure: 1,3-Dioxolan-4-ylmethyl trifluoromethanesulfonate was prepared in the same manner as in Example 27 (a) from 1,3-dioxolan-4-ylmethanol (180 mg), pyridine (0.15 ml) and trifluoromethanesulfonic acid anhydride (537 mg). On the other hand, diphenylmethyl 7-[(Z)-2-(2 -tritylaminothiazol-4-yl)-2-methoxyiminoacetamido]-3-acetylthio-3-cephem-4-carboxylate (500 mg) was reacted with morpholine and triethylamine in the same manner as in Example 27 (b), followed by reacting the resulting reaction product wi... The reagents and catalysts are C=1C=CC(=CC1)[P](C=2C=CC=CC2)(C=3C=CC=CC3)[Pd]([P](C=4C=CC=CC4)(C=5C=CC=CC5)C=6C=CC=CC6)([P](C=7C=CC=CC7)(C=8C=CC=CC8)C=9C=CC=CC9)[P](C=1C=CC=CC1)(C=1C=CC=CC1)C=1C=CC=CC1 (tetrakis(triphenylphosphine)palladium(0)). Reported procedure: Add 4-chloro-3-fluorobenzeneboronic acid (125 mg, 0.72 mmol) to a nitrogen purged solution of 3′-chloro-4-(1,3-dimethyl-1H-pyrazol-4-ylmethyl)-3,4,5,6-tetrahydro-2H-[1,2′]bipyrazinyl (200 mg, 0.65 mmol) in dry N,N-dimethylacetamide (4 mL) and deoxygenated water (2 mL). Add potassium carbonate (215 mg, 1.72 mmol) then tetrakis(triphenylphosphine)palladium(0) (0.004 g, 0.0035 mmol) and stir at 110° C. for 6 hr. Cool to room temperature, add water (10 mL) and extract with DCM (3×20 mL). Concentrate... Starting materials: C([O-])([O-])=O.[K+].[K+] (potassium carbonate), O (water), ClC1=C(C=C(C=C1)B(O)O)F (4-chloro-3-fluorobenzeneboronic acid), ClC=1C(=NC=CN1)N1CCN(CC1)CC=1C(=NN(C1)C)C (3′-chloro-4-(1,3-dimethyl-1H-pyrazol-4-ylmethyl)-3,4,5,6-tetrahydro-2H-[1,2′]bipyrazinyl). The solvent is CN(C(C)=O)C (N,N-dimethylacetamide). Yield: 13.8%. RXN SMILES: [Cl:1][C:2]1[CH:7]=[CH:6][C:5](B(O)O)=[CH:4][C:3]=1[F:11].Cl[C:13]1[C:14]([N:19]2[CH2:24][CH2:23][N:22]([CH2:25][C:26]3[C:27]([CH3:32])=[N:28][N:29]([CH3:31])[CH:30]=3)[CH2:21][CH2:20]2)=[N:15][CH:16]=[CH:17][N:18]=1.C(=O)([O-])[O-].[K+].[K+].O>CN(C)C(=O)C.C1C=CC([P]([Pd]([P](C2C=CC=CC=2)(C2C=CC=CC=2)C2C=CC=CC=2)([P](C2C=CC=CC=2)(C2C=CC=CC=2)C2C=CC=CC=2)[P](C2C=CC=CC=2)(C2C=CC=CC=2)C2C=CC=CC=2)(C2C=CC=CC=2)C2C=CC=CC=2)=CC=1>[CH3:31][N:29]1[CH:30]=[C:26]([CH2:25][N:22]2[CH2:21][CH2:20][N:19]([C:14]3[C:13]([C:5]4[CH:6]=[CH:7][C:2]([Cl:1])=[C:3]([F:11])[CH:4]=4)=[N:18][CH:17]=[CH:16][N:15]=3)[CH2:24][CH2:23]2)[C:27]([CH3:32])=[N:28]1 |f:2.3.4,^1:49,51,70,89|. Yields the product CN1N=C(C(=C1)CN1CCN(CC1)C1=NC=CN=C1C1=CC(=C(C=C1)Cl)F)C (4-(1,3-Dimethyl-1H-pyrazol-4-ylmethyl)-3′-(4-chloro-3-fluorophenyl)-3,4,5,6-tetrahydro-2H-[1,2′]bipyrazine). The reactants are C(C1=CC=CC=C1)N([C@@H](CCCCN)C(=O)O)C(=O)OC(C)(C)C (benzyl-Boc-L-lysine), C(=O)(OC(C)(C)C)NCC(=O)O (Boc-Glycine), N,N-dicyclohexylcarbodiimide. Run in C(Cl)Cl (methylene chloride), C(Cl)Cl (methylene chloride). Reaction conditions: time 10 minute. Yields the product N[C@@H](CCCCN)C(=O)O (L-lysine). As a reaction SMILES: C([N:8](C(OC(C)(C)C)=O)[C@H:9]([C:15]([OH:17])=[O:16])[CH2:10][CH2:11][CH2:12][CH2:13][NH2:14])C1C=CC=CC=1.C(NCC(O)=O)(OC(C)(C)C)=O>C(Cl)Cl>[NH2:8][C@H:9]([C:15]([OH:17])=[O:16])[CH2:10][CH2:11][CH2:12][CH2:13][NH2:14]. Procedure: While maintaining the nitrogen gas atmosphere, three fold molar excess of resin capacity of benzyl-Boc-L-lysine [Lys (Z), Peninsula, supra.] dissolved in methylene chloride is added to the residue of step (B) above. The resulting mixture is shaken and after about 10 minutes, 3 fold molar excess of N,N-dicyclohexylcarbodiimide dissolved in 10-15 ml. of methylene chloride is added with stirring. The resulting mixture is shaken at room temperature for 4.5 to 5 hours. At the end of this period, the ...